From a dataset of the Open Reaction Database (ORD), a public repository of structured organic reaction records. describe an organic reaction: reactants, conditions, products, and yield The reactants are ClCCCCC[C@H]1[C@H]2[C@@H]3CCC([C@@]3(C)C[C@@H]([C@@H]2C=2C=CC(=CC2C1)O)F)=O (7α-(5-chloropentyl)-11β-fluoro-3-hydroxy-estra-1,3,5(10)-trien-17-one), [I-].[Li+] (lithium iodide), FC(CCCSC[C@H]1NCCC1)(C(F)(F)F)F ((2S)-2-(4,4,5,5,5-pentafluoropentylthiomethyl)-pyrrolidine). The solvent is CN1C(CCC1)=O (N-methyl-2-pyrrolidinone). Reaction conditions: temperature 100 celsius, time 2.5 hour. Product: F[C@@H]1[C@@H]2C=3C=CC(=CC3C[C@H]([C@H]2[C@@H]2CCC([C@@]2(C)C1)=O)CCCCCN1C(CCC1)CSCCCC(C(F)(F)F)(F)F)O (11β-fluoro-3-hydroxy-7α-{5-[2-(4,4,5,5,5-pentafluoropentylthiomethyl)-pyrrolidin-1-yl]-pentyl}-estra-1,3,5(10)-trien-17-one). Yield: 44.2%. Reaction SMILES: Cl[CH2:2][CH2:3][CH2:4][CH2:5][CH2:6][C@@H:7]1[CH2:24][C:23]2[CH:22]=[C:21]([OH:25])[CH:20]=[CH:19][C:18]=2[C@@H:17]2[C@@H:8]1[C@H:9]1[C@@:13]([CH2:15][C@@H:16]2[F:26])([CH3:14])[C:12](=[O:27])[CH2:11][CH2:10]1.[I-].[Li+].[F:30][C:31]([F:46])([C:42]([F:45])([F:44])[F:43])[CH2:32][CH2:33][CH2:34][S:35][CH2:36][C@@H:37]1[CH2:41][CH2:40][CH2:39][NH:38]1>CN1CCCC1=O>[F:26][C@H:16]1[CH2:15][C@@:13]2([CH3:14])[C@@H:9]([CH2:10][CH2:11][C:12]2=[O:27])[C@H:8]2[C@H:17]1[C:18]1[CH:19]=[CH:20][C:21]([OH:25])=[CH:22][C:23]=1[CH2:24][C@H:7]2[CH2:6][CH2:5][CH2:4][CH2:3][CH2:2][N:38]1[CH2:39][CH2:40][CH2:41][CH:37]1[CH2:36][S:35][CH2:34][CH2:33][CH2:32][C:31]([F:46])([F:30])[C:42]([F:43])([F:44])[F:45] |f:1.2|. Procedure: A solution of 785.9 mg of 7α-(5-chloropentyl)-11β-fluoro-3-hydroxy-estra-1,3,5(10)-trien-17-one in 7 ml of N-methyl-2-pyrrolidinone is mixed with 535.5 mg of lithium iodide and 520 mg of (2S)-2-(4,4,5,5,5-pentafluoropentylthiomethyl)-pyrrolidine, and it is stirred for 2.5 hours at a bath temperature of 100° C. Then, it is poured onto water, extracted 3 times with diethyl ether, washed neutral, dried on sodium sulfate, concentrated by evaporation in a vacuum and chromatographed on silica gel with...